This data is from the Open Reaction Database (ORD), a public repository of structured organic reaction records. The task is: describe an organic reaction: reactants, conditions, products, and yield Reactants: C1CCN(CC1)C(=O)N=NC(=O)N2CCCCC2 (ADDP), C(CCC)P(CCCC)CCCC (tri-n-butylphosphine), COC(CC1=CSC2=C1C(=CC(=C2F)O)C)=O (methyl(7-fluoro-6-hydroxy-4-methyl-1-benzothiophen-3-yl)acetate), CC1=NC(=CC=C1CO)C(F)(F)F ((2-methyl-6-(trifluoromethyl)pyridin-3-yl)methanol). Run in C1CCOC1 (THF). Run at time 8 hour. The product is COC(CC1=CSC2=C1C(=CC(=C2F)OCC=2C(=NC(=CC2)C(F)(F)F)C)C)=O (Methyl(7-fluoro-4-methyl-6-((2-methyl-6-(trifluoromethyl)pyridin-3-yl)methoxy)-1-benzothiophen-3-yl)acetate). Isolated yield 95.0%. As a reaction SMILES: C(P(CCCC)CCCC)CCC.[CH3:14][O:15][C:16](=[O:30])[CH2:17][C:18]1[C:22]2[C:23]([CH3:29])=[CH:24][C:25]([OH:28])=[C:26]([F:27])[C:21]=2[S:20][CH:19]=1.[CH3:31][C:32]1[C:37]([CH2:38]O)=[CH:36][CH:35]=[C:34]([C:40]([F:43])([F:42])[F:41])[N:33]=1.C1CCN(C(N=NC(N2CCCCC2)=O)=O)CC1>C1COCC1>[CH3:14][O:15][C:16](=[O:30])[CH2:17][C:18]1[C:22]2[C:23]([CH3:29])=[CH:24][C:25]([O:28][CH2:38][C:37]3[C:32]([CH3:31])=[N:33][C:34]([C:40]([F:43])([F:41])[F:42])=[CH:35][CH:36]=3)=[C:26]([F:27])[C:21]=2[S:20][CH:19]=1. Reported procedure: To a mixture of tri-n-butylphosphine (0.362 mL), methyl(7-fluoro-6-hydroxy-4-methyl-1-benzothiophen-3-yl)acetate (122.8 mg), (2-methyl-6-(trifluoromethyl)pyridin-3-yl)methanol (102 mg) and THF (4.5 mL) was added ADDP (305 mg) at room temperature. The mixture was stirred overnight at room temperature under nitrogen atmosphere. The mixture was concentrated. To the residue was added IPE and the precipitate was filtered off. The filtrate was concentrated in vacuo. The residue was purified by silica ... The reactants are BrCc1ccc2ccccc2c1, O=C1NC(=O)c2ccccc21, CN(C)C=O, [K]. Product: O=C1c2ccccc2C(=O)N1Cc1ccc2ccccc2c1. Reaction SMILES: [Br:1][CH2:2][c:3]1[cH:4][c:5]2[cH:6][cH:7][cH:8][cH:9][c:10]2[cH:11][cH:12]1.[C:13]1(=[O:23])[c:14]2[c:15]([cH:19][cH:20][cH:21][cH:22]2)[C:16](=[O:18])[NH:17]1.[CH3:25][N:26]([CH3:27])[CH:28]=[O:29].[K:24]>>[CH2:2]([c:3]1[cH:4][c:5]2[cH:6][cH:7][cH:8][cH:9][c:10]2[cH:11][cH:12]1)[N:17]1[C:13](=[O:23])[c:14]2[c:15]([cH:19][cH:20][cH:21][cH:22]2)[C:16]1=[O:18]. Reactants: CI (methyl iodide), ClC1=CC=C(C=C1)C(C=1C=C2C(=CC(NC2=CC1)=O)C=1SC(=CC1)C)(C=1N(C=NC1)C)O (6-[(4-chloro-phenyl)-hydroxy-(3-methyl-3H-imidazol-4-yl)-methyl]-4-(5-methyl-thiophen-2-yl)-1H-quinolin-2-one), [OH-].[Na+] (NaOH). Reagents/catalysts: [Cl-].C(C1=CC=CC=C1)[N+](CC)(CC)CC (benzyltriethylammonium chloride). The solvent is C1CCOC1 (THF), C1CCOC1 (THF). Run at time 1.5 hour. Product: ClC1=CC=C(C=C1)C(C=1C=C2C(=CC(N(C2=CC1)C)=O)C=1SC(=CC1)C)(C=1N(C=NC1)C)O (6-[(4-Chloro-phenyl)-hydroxy-(3-methyl-3H-imidazol-4-yl)-methyl]-1-methyl-4-(5-methyl-thiophen-2-yl)-1H-quinolin-2-one). Yield: 57.7%. RXN SMILES: [Cl:1][C:2]1[CH:7]=[CH:6][C:5]([C:8]([OH:32])([C:26]2[N:27]([CH3:31])[CH:28]=[N:29][CH:30]=2)[C:9]2[CH:10]=[C:11]3[C:16](=[CH:17][CH:18]=2)[NH:15][C:14](=[O:19])[CH:13]=[C:12]3[C:20]2[S:21][C:22]([CH3:25])=[CH:23][CH:24]=2)=[CH:4][CH:3]=1.[OH-].[Na+].[CH3:35]I>C1COCC1.[Cl-].C([N+](CC)(CC)CC)C1C=CC=CC=1>[Cl:1][C:2]1[CH:3]=[CH:4][C:5]([C:8]([OH:32])([C:26]2[N:27]([CH3:31])[CH:28]=[N:29][CH:30]=2)[C:9]2[CH:10]=[C:11]3[C:16](=[CH:17][CH:18]=2)[N:15]([CH3:35])[C:14](=[O:19])[CH:13]=[C:12]3[C:20]2[S:21][C:22]([CH3:25])=[CH:23][CH:24]=2)=[CH:6][CH:7]=1 |f:1.2,5.6|. Procedure details: To a solution of 6-[(4-chloro-phenyl)-hydroxy-(3-methyl-3H-imidazol-4-yl)-methyl]-4-(5-methyl-thiophen-2-yl)-1H-quinolin-2-one (115 mg, 0.248 mmol) in THF (6.6 ml) was added a 40% aqueous NaOH (3.3 ml), benzyltriethylammonium chloride (28 mg. 0.124 mmol) and a solution of methyl iodide (0.017 ml, 0.273 mmol) in THF (0.05 ml). The reaction mixture was stirred at ambient temperature for 1.5 hours after which time it was partitioned between ethyl acetate and 10% aqueous potassium carbonate. The org... Starting materials: C1(=CC=C(C=C1)[S@@](=O)C)C ((S)-(-)-methyl p-tolyl sulfoxide), C(C1=CC=CC=C1)OC(=O)N1[C@H](C(=O)N2[C@H](C=O)CCC2)CCC1 (N-benzyloxycarbonyl-L-prolyl-L-prolinal), C(C)(C)NC(C)C (diisopropylamine), [Cl-].[NH4+] (ammonium chloride). The solvent is C1CCOC1 (THF), C1CCOC1 (THF), C1CCOC1 (THF). Conditions: temperature 0 celsius, time 0.5 hour. Yields the product C(C1=CC=CC=C1)OC(=O)N1[C@H](C(=O)N2[C@@H](CCC2)C(C[S@](=O)C2=CC=C(C=C2)C)O)CCC1 ((2S)-1-(N-Benzyloxycarbonyl-L-prolyl)-2-{1-hydroxy-2-[(S)-p-tolylsulfinyl]ethyl}pyrrolidine). Yield: 88.2%. As a reaction SMILES: C(NC(C)C)(C)C.[C:8]1([CH3:17])[CH:13]=[CH:12][C:11]([S@:14]([CH3:16])=[O:15])=[CH:10][CH:9]=1.[CH2:18]([O:25][C:26]([N:28]1[CH2:41][CH2:40][CH2:39][C@H:29]1[C:30]([N:32]1[CH2:38][CH2:37][CH2:36][C@H:33]1[CH:34]=[O:35])=[O:31])=[O:27])[C:19]1[CH:24]=[CH:23][CH:22]=[CH:21][CH:20]=1.[Cl-].[NH4+]>C1COCC1>[CH2:18]([O:25][C:26]([N:28]1[CH2:41][CH2:40][CH2:39][C@H:29]1[C:30]([N:32]1[CH2:38][CH2:37][CH2:36][C@H:33]1[CH:34]([OH:35])[CH2:16][S@@:14]([C:11]1[CH:12]=[CH:13][C:8]([CH3:17])=[CH:9][CH:10]=1)=[O:15])=[O:31])=[O:27])[C:19]1[CH:20]=[CH:21][CH:22]=[CH:23][CH:24]=1 |f:3.4|. Procedure details: To diisopropylamine (0.26 ml) in THF (6 ml) was dropwise added 1.62M n-butyllithium-hexane solution (1.12 ml) at -78° C., and the mixture was stirred at 0° C. for 0.5 hour. The reaction mixture was cooled to -30° C., dropwise added with (S)-(-)-methyl p-tolyl sulfoxide (255 mg) in THF (6 ml), and stirred at 0° C. for 0.5 hour. The reaction mixture was cooled to -78° C. and dropwise added with known N-benzyloxycarbonyl-L-prolyl-L-prolinal (300 mg) in THF (6 ml). After stirring for 0.5 hour, an aq...